Task: describe an organic reaction: reactants, conditions, products, and yield. Dataset: the Open Reaction Database (ORD), a public repository of structured organic reaction records Starting materials: O.O.Cl[Sn]Cl (SnCl2.2H2O), IC1=CC(=C(C(=O)O)C=C1)[N+](=O)[O-] (4-Iodo-2-nitro-benzoic acid), C(=O)(O)[O-].[Na+] (NaHCO3). Solvent: CCOC(=O)C (EtOAc). Run at time 16 hour. Product: NC1=C(C(=O)O)C=CC(=C1)I (2-Amino-4-iodo-benzoic acid). The yield is 100.0%. Reaction SMILES: [I:1][C:2]1[CH:10]=[CH:9][C:5]([C:6]([OH:8])=[O:7])=[C:4]([N+:11]([O-])=O)[CH:3]=1.O.O.Cl[Sn]Cl.C([O-])(O)=O.[Na+]>CCOC(C)=O>[NH2:11][C:4]1[CH:3]=[C:2]([I:1])[CH:10]=[CH:9][C:5]=1[C:6]([OH:8])=[O:7] |f:1.2.3,4.5|. Procedure details: 4-Iodo-2-nitro-benzoic acid (20 g, 68 mmol, 1.0 equiv.) was dissolved in 200 mL of EtOAc and then SnCl2.2H2O (46 g, 204 mmol, 3.0 equiv.) was added in three portions. The reaction mixture was stirred at rt for 16 h. Satd. aq. NaHCO3 was carefully added to adjust the mixture to pH=9. The precipitated solid was removed by filtration through diatomaceous earth, washing with water. The aqueous layer in the filtrate was separated and acidified with conc. HCl to pH=2. The precipitated solid was collec... The reactants are C(C1=CC=CC=C1)OC(=O)C1=CC=C(C=C1)C=1C(N(C=CC1)CCN1CCC(CC1)C(=O)OCC)=O (ethyl 1-{2-[3-{4-[(benzyloxy)carbonyl]phenyl}-2-oxopyridin-1(2H)-yl]ethyl}piperidin-4-carboxylate), [H][H] (hydrogen). The reagents and catalysts are [Pd] (Pd—C). The solvent is C(C)O (ethanol). Yields the product C(C)OC(=O)C1CCN(CC1)CCN1C(C(=CC=C1)C1=CC=C(C(=O)O)C=C1)=O (4-(1-{2-[4-(ethoxycarbonyl)piperidin-1-yl]ethyl}-2-oxo-1,2-dihydropyridin-3-yl)benzoic acid). Yield: 50.0%. Reaction SMILES: C([O:8][C:9]([C:11]1[CH:16]=[CH:15][C:14]([C:17]2[C:18](=[O:36])[N:19]([CH2:23][CH2:24][N:25]3[CH2:30][CH2:29][CH:28]([C:31]([O:33][CH2:34][CH3:35])=[O:32])[CH2:27][CH2:26]3)[CH:20]=[CH:21][CH:22]=2)=[CH:13][CH:12]=1)=[O:10])C1C=CC=CC=1.[H][H]>[Pd].C(O)C>[CH2:34]([O:33][C:31]([CH:28]1[CH2:27][CH2:26][N:25]([CH2:24][CH2:23][N:19]2[CH:20]=[CH:21][CH:22]=[C:17]([C:14]3[CH:13]=[CH:12][C:11]([C:9]([OH:10])=[O:8])=[CH:16][CH:15]=3)[C:18]2=[O:36])[CH2:30][CH2:29]1)=[O:32])[CH3:35]. Procedure: 10% Pd—C (360 mg) was added to an ethanol (30 ml) solution of ethyl 1-{2-[3-{4-[(benzyloxy)carbonyl]phenyl}-2-oxopyridin-1(2H)-yl]ethyl}piperidin-4-carboxylate (1.647 g), followed by stirring in a hydrogen atmosphere under normal pressure at room temperature for 27 hours. The reaction mixture was filtered through Celite, washed with THF and ethanol, and the filtrate was concentrated under reduced pressure. The resulting residue was purified by silica gel column chromatography (chloroform:methano... Starting materials: O=C(O)c1ccc(Br)cn1, CC(C)(C)OC(=O)NC1=NC(C)(c2cccc(N)c2)COC1, ClCCCl, CCN(C(C)C)C(C)C, ClCCl, On1nnc2ccccc21. Yields the product CC(C)(C)OC(=O)NC1=NC(C)(c2cccc(NC(=O)c3ccc(Br)cn3)c2)COC1. As a reaction SMILES: [Br:23][c:24]1[cH:25][cH:26][c:27]([C:30](=[O:31])[OH:32])[n:28][cH:29]1.[C:1]([CH3:2])([CH3:3])([CH3:4])[O:5][C:6]([NH:7][C:8]1=[N:13][C:12]([CH3:14])([c:15]2[cH:16][c:17]([NH2:21])[cH:18][cH:19][cH:20]2)[CH2:11][O:10][CH2:9]1)=[O:22].[CH2:52]([Cl:53])[CH2:54][Cl:55].[CH:43]([N:44]([CH2:45][CH3:46])[CH:47]([CH3:48])[CH3:49])([CH3:50])[CH3:51].[Cl:56][CH2:57][Cl:58].[OH:33][n:34]1[c:35]2[c:36]([cH:37][cH:38][cH:39][cH:40]2)[n:41][n:42]1>>[C:1]([CH3:2])([CH3:3])([CH3:4])[O:5][C:6]([NH:7][C:8]1=[N:13][C:12]([CH3:14])([c:15]2[cH:16][c:17]([NH:21][C:30]([c:27]3[cH:26][cH:25][c:24]([Br:23])[cH:29][n:28]3)=[O:31])[cH:18][cH:19][cH:20]2)[CH2:11][O:10][CH2:9]1)=[O:22]. The reactants are ( -100 ), solution, RuCl3, [Ru](Cl)(Cl)Cl (ruthenium trichloride), [Mg] (magnesium), C1=CC=CC1 (cyclopentadiene), [Mg] (magnesium). Solvent: C(C)O (ethanol), C(C)O (ethanol). Reaction conditions: time 3 hour. Yields the product [CH-]1C=CC=C1.[CH-]1C=CC=C1.[Ru+2] (ruthenocene). The yield is 93.0%. RXN SMILES: [Mg].[CH:2]1[CH2:6][CH:5]=[CH:4][CH:3]=1.[Ru:7](Cl)(Cl)Cl>C(O)C>[CH-:2]1[CH:6]=[CH:5][CH:4]=[CH:3]1.[CH-:2]1[CH:6]=[CH:5][CH:4]=[CH:3]1.[Ru+2:7] |f:4.5.6|. Procedure: A magnesium slurry was produced by adding 45.62 g of minus 100 (−100) mesh magnesium powder (made by READE) (1.88 moles, 3 equivalents) slowly to a 5 liter vessel containing 1.2L of ethanol (Filmex) at room temperature (25° C.). 323.00 g of 76.8% pure cyclopentadiene (3.75 moles) at a temperature of about −50° C. was added to the magnesium slurry, which was at room temperature, through an addition funnel. To this, a 0.35M solution of RuCl3*1.8H2O in ethanol (Filmex) (0.625 moles in 1.8L of ethan... The reactants are OC1C=CC(OC2CCCCO2)C1, c1ccccc1. The product is O=C1C=CC(OC2CCCCO2)C1. RXN SMILES: [O:1]1[CH:2]([O:7][CH:8]2[CH2:9][CH:10]([OH:13])[CH:11]=[CH:12]2)[CH2:3][CH2:4][CH2:5][CH2:6]1.[cH:14]1[cH:15][cH:16][cH:17][cH:18][cH:19]1>>[O:1]1[CH:2]([O:7][CH:8]2[CH2:9][C:10](=[O:13])[CH:11]=[CH:12]2)[CH2:3][CH2:4][CH2:5][CH2:6]1. The reactants are CCO, Cn1ccc2c([N+](=O)[O-])cccc21. The product is Cn1ccc2c(N)cccc21. As a reaction SMILES: [CH3:14][CH2:15][OH:16].[CH3:1][n:2]1[cH:3][cH:4][c:5]2[c:6]([N+:11]([O-:12])=[O:13])[cH:7][cH:8][cH:9][c:10]12>>[CH3:1][n:2]1[cH:3][cH:4][c:5]2[c:6]([NH2:11])[cH:7][cH:8][cH:9][c:10]12. The reactants are OCCC#CCCCCCCC(C)O (1,11-dihydroxy-3-dodecyne), chromic trioxide, O (Water). Run in S(O)(O)(=O)=O (sulfuric acid). Conditions: temperature 23 celsius, time 30 minute. The product is O=C(CCCCCCC#CCC(=O)O)C (11-keto-3-dodecynoic acid). Isolated yield 68.0%. Reaction SMILES: [OH:1][CH2:2][CH2:3][C:4]#[C:5][CH2:6][CH2:7][CH2:8][CH2:9][CH2:10][CH2:11][CH:12]([OH:14])[CH3:13].[OH2:15]>S(=O)(=O)(O)O>[O:14]=[C:12]([CH3:13])[CH2:11][CH2:10][CH2:9][CH2:8][CH2:7][CH2:6][C:5]#[C:4][CH2:3][C:2]([OH:15])=[O:1]. Procedure details: To a vigorously stirred, ice-cold solution of chromic trioxide (5.4 g, 54 mmol) in 50 mL of 6N sulfuric acid was added dropwise over 3 hr, 1.76 g (8.9 mmol) of 20 in 50 mL of acetone5. The reaction was kept in an ice-bath for 30 min and then warmed to 23° C. before workup. Water (200 mL) was added and the reaction extracted with ether (4×75 mL). The ether extract was washed with brine (3×50 mL). Product isolation yielded crude 11-keto-3-dodecynoic acid (23) which was purified by crystallization ...